From a dataset of the Open Reaction Database (ORD), a public repository of structured organic reaction records. describe an organic reaction: reactants, conditions, products, and yield The reactants are CCCN(CCC)C(=O)c1ccc([N+](=O)[O-])cc1, CCO, [Pd]. Yields the product CCCN(CCC)C(=O)c1ccc(N)cc1. RXN SMILES: [CH2:1]([CH2:2][CH3:3])[N:4]([C:5]([c:6]1[cH:7][cH:8][c:9]([N+:12]([O-:13])=[O:14])[cH:10][cH:11]1)=[O:15])[CH2:16][CH2:17][CH3:18].[CH3:19][CH2:20][OH:21].[Pd:22]>>[CH2:1]([CH2:2][CH3:3])[N:4]([C:5]([c:6]1[cH:7][cH:8][c:9]([NH2:12])[cH:10][cH:11]1)=[O:15])[CH2:16][CH2:17][CH3:18]. Reactants: S=C=Nc1cc(Cl)ccc1N1CCOCC1, N. The product is NC(=S)Nc1cc(Cl)ccc1N1CCOCC1. RXN SMILES: [Cl:1][c:2]1[cH:3][cH:4][c:5]([N:11]2[CH2:12][CH2:13][O:14][CH2:15][CH2:16]2)[c:6]([N:8]=[C:9]=[S:10])[cH:7]1.[NH3:17]>>[Cl:1][c:2]1[cH:3][cH:4][c:5]([N:11]2[CH2:12][CH2:13][O:14][CH2:15][CH2:16]2)[c:6]([NH:8][C:9](=[S:10])[NH2:17])[cH:7]1. Starting materials: Sc1cccc(Br)c1, O=C([O-])[O-], CC(C)=CCBr, CN(C)C=O, Cl, [K+], [K+], O. Product: CC(C)=CCSc1cccc(Br)c1. Reaction SMILES: [Br:1][c:2]1[cH:3][c:4]([SH:8])[cH:5][cH:6][cH:7]1.[C:9](=[O:10])([O-:11])[O-:12].[CH3:15][C:16](=[CH:17][CH2:18][Br:19])[CH3:20].[CH3:22][N:23]([CH3:24])[CH:25]=[O:26].[ClH:21].[K+:13].[K+:14].[OH2:27]>>[Br:1][c:2]1[cH:3][c:4]([S:8][CH2:18][CH:17]=[C:16]([CH3:15])[CH3:20])[cH:5][cH:6][cH:7]1. Product: CS(=O)(=O)c1ccc(COc2ccc3[nH]c4c(c3c2)CCC4CC(=O)O)cc1. As a reaction SMILES: [CH3:1][S:2](=[O:3])(=[O:4])[c:5]1[cH:6][cH:7][c:8]([CH2:9][O:10][c:11]2[cH:12][c:13]3[c:14]4[c:15]([nH:16][c:17]3[cH:18][cH:19]2)[CH:20]([CH2:23][C:24](=[O:25])[O:26][CH2:27][CH3:28])[CH2:21][CH2:22]4)[cH:29][cH:30]1.[Li+:32].[O:33]1[CH2:34][CH2:35][O:36][CH2:37][CH2:38]1.[OH-:31]>>[CH3:1][S:2](=[O:3])(=[O:4])[c:5]1[cH:6][cH:7][c:8]([CH2:9][O:10][c:11]2[cH:12][c:13]3[c:14]4[c:15]([nH:16][c:17]3[cH:18][cH:19]2)[CH:20]([CH2:23][C:24](=[O:25])[OH:26])[CH2:21][CH2:22]4)[cH:29][cH:30]1. Starting materials: CCOC(=O)CC1CCc2c1[nH]c1ccc(OCc3ccc(S(C)(=O)=O)cc3)cc21, [Li+], C1COCCO1, [OH-].